From a dataset of the Open Reaction Database (ORD), a public repository of structured organic reaction records. describe an organic reaction: reactants, conditions, products, and yield Starting materials: [Br-].O([Si](C)(C)C(C)(C)C)C1=CC=C(C[P+](C2=CC=CC=C2)(C2=CC=CC=C2)C2=CC=CC=C2)C=C1 (4-(t-butyldimethylsiloxy)benzyltriphenylphosphonium bromide), COCCCCC[Si]1(CCC(CC1)C1CCC(CC1)C=O)C1=CC=CC=C1 (4-(4-(5-methoxy-n-pentyl)-4-phenyl-4-silacyclohexyl)cyclohexane carbaldehyde), BrCC(C(C)(F)F)(F)F (1-bromo-2,2,3,3-tetrafluoro-n-butane). Yields the product FC(COC1=CC=C(C=C1)CC[C@@H]1CC[C@H](CC1)[C@@H]1CC[Si@H](CC1)CCCCCOC)(C(C)(F)F)F (trans-4-(trans-4-(2-(4-(2,2,3,3-tetrafluoro-n-butoxy)phenyl)ethyl)cyclohexyl)-1-(5-methoxy-n-pentyl)-1-silacyclohexane). RXN SMILES: [Br-].[O:2]([C:10]1[CH:35]=[CH:34][C:13]([CH2:14][P+](C2C=CC=CC=2)(C2C=CC=CC=2)C2C=CC=CC=2)=[CH:12][CH:11]=1)[Si](C(C)(C)C)(C)C.[CH3:36][O:37][CH2:38][CH2:39][CH2:40][CH2:41][CH2:42][Si:43]1(C2C=CC=CC=2)[CH2:48][CH2:47][CH:46]([CH:49]2[CH2:54][CH2:53][CH:52]([CH:55]=O)[CH2:51][CH2:50]2)[CH2:45][CH2:44]1.Br[CH2:64][C:65]([F:71])([F:70])[C:66]([F:69])([F:68])[CH3:67]>>[F:68][C:66]([F:69])([C:65]([F:71])([F:70])[CH3:64])[CH2:67][O:2][C:10]1[CH:11]=[CH:12][C:13]([CH2:14][CH2:55][C@H:52]2[CH2:53][CH2:54][C@H:49]([C@H:46]3[CH2:45][CH2:44][Si@H:43]([CH2:42][CH2:41][CH2:40][CH2:39][CH2:38][O:37][CH3:36])[CH2:48][CH2:47]3)[CH2:50][CH2:51]2)=[CH:34][CH:35]=1 |f:0.1|. Procedure details: The general procedure of Example 38 was repeated using 4-(t-butyldimethylsiloxy)benzyltriphenylphosphonium bromide, 4-(4-(5-methoxy-n-pentyl)-4-phenyl-4-silacyclohexyl)cyclohexane carbaldehyde and 1-bromo-2,2,3,3-tetrafluoro-n-butane, thereby obtaining the intended compound.